Dataset: the Open Reaction Database (ORD), a public repository of structured organic reaction records. Task: describe an organic reaction: reactants, conditions, products, and yield Reactants: C(C)N1N=CC2=C1N=CC=1C(NC=3N(C12)N=CN3)=O (8-ethyl-4H-pyrazolo[4',3':5,6]pyrido[3,4-e]-[1,2,4]triazolo[1,5-a]pyrimidin-5(8H)-one), P(=O)(Cl)(Cl)Cl (phosphorus oxychloride). Product: ClC1=NC=2N(C3=C1C=NC1=C3C=NN1CC)N=CN2 (5-chloro-8-ethyl-8H-pyrazolo[4',3':5,6]pyrido[3,4-e][1,2,4]triazolo[1,5-a]-pyrimidine). Isolated yield 92.0%. RXN SMILES: [CH2:1]([N:3]1[C:7]2[N:8]=[CH:9][C:10]3[C:11](=O)[NH:12][C:13]4[N:14]([N:16]=[CH:17][N:18]=4)[C:15]=3[C:6]=2[CH:5]=[N:4]1)[CH3:2].P(Cl)(Cl)([Cl:22])=O>>[Cl:22][C:11]1[C:10]2[CH:9]=[N:8][C:7]3[N:3]([CH2:1][CH3:2])[N:4]=[CH:5][C:6]=3[C:15]=2[N:14]2[N:16]=[CH:17][N:18]=[C:13]2[N:12]=1. Procedure details: 25.5 g. of 8-ethyl-4H-pyrazolo[4',3':5,6]pyrido[3,4-e]-[1,2,4]triazolo[1,5-a]pyrimidin-5(8H)-one (0.1 mol.) are refluxed in 100 ml. of phosphorus oxychloride for 12 hours. After this time, the excess phosphorus oxychloride is distilled off in vacuo, the residue is treated with dry acetone and filtered off. 25 g. of 5-chloro-8-ethyl-8H-pyrazolo[4',3':5,6]pyrido[3,4-e][1,2,4]triazolo[1,5-a]-pyrimidine are obtained, yield 92%; m.p. 196°-197°. The reactants are C(C)N(CCN1C(C(C2=C(C=C(C=C12)C#CCCC(=O)OC(C)(C)C)C(F)(F)F)(C1=CC2=CC=CC=C2C=C1)O)=O)CC (1-(2-diethylaminoethyl)-4-trifluoromethyl-6-(4-t-butoxycarbonyl-1-butynyl)-3-hydroxy-3-(2-naphthyl)oxindole), Cl (HCl). Run in O1CCOCC1 (dioxane). Yields the product C(C)N(CCN1C(C(C2=C(C=C(C=C12)C#CCCC(=O)O)C(F)(F)F)(C1=CC2=CC=CC=C2C=C1)O)=O)CC (1-(2-Diethylaminoethyl)-4-trifluoromethyl-6-(4-carboxy-1-butynyl)-3-hydroxy-3-(2-naphthyl)oxindole). The yield is 85.3%. RXN SMILES: [CH2:1]([N:3]([CH2:42][CH3:43])[CH2:4][CH2:5][N:6]1[C:14]2[C:9](=[C:10]([C:26]([F:29])([F:28])[F:27])[CH:11]=[C:12]([C:15]#[C:16][CH2:17][CH2:18][C:19]([O:21]C(C)(C)C)=[O:20])[CH:13]=2)[C:8]([OH:40])([C:30]2[CH:39]=[CH:38][C:37]3[C:32](=[CH:33][CH:34]=[CH:35][CH:36]=3)[CH:31]=2)[C:7]1=[O:41])[CH3:2].Cl>O1CCOCC1>[CH2:42]([N:3]([CH2:1][CH3:2])[CH2:4][CH2:5][N:6]1[C:14]2[C:9](=[C:10]([C:26]([F:28])([F:27])[F:29])[CH:11]=[C:12]([C:15]#[C:16][CH2:17][CH2:18][C:19]([OH:21])=[O:20])[CH:13]=2)[C:8]([OH:40])([C:30]2[CH:39]=[CH:38][C:37]3[C:32](=[CH:33][CH:34]=[CH:35][CH:36]=3)[CH:31]=2)[C:7]1=[O:41])[CH3:43]. Reported procedure: Treating 1-(2-diethylaminoethyl)-4-trifluoromethyl-6-(4-t-butoxycarbonyl-1-butynyl)-3-hydroxy-3-(2-naphthyl)oxindole (25.5 mg, 0.0429 mmol) with 4 N HCl in dioxane (1 mL) at 50° C. for 2 h followed by evaporation of the solvent to dryness gave the title compound (19.7 mg, 80%). Reactants: CCCCCCCCCCCCCCCCN(C(=O)CC)c1ccc(C=O)s1, [K+], O=[Mn](=O)(=O)[O-], O, c1ccncc1. Yields the product CCCCCCCCCCCCCCCCN(C(=O)CC)c1ccc(C(=O)O)s1. RXN SMILES: [CH:1](=[O:2])[c:3]1[cH:4][cH:5][c:6]([N:8]([C:9]([CH2:10][CH3:11])=[O:12])[CH2:13][CH2:14][CH2:15][CH2:16][CH2:17][CH2:18][CH2:19][CH2:20][CH2:21][CH2:22][CH2:23][CH2:24][CH2:25][CH2:26][CH2:27][CH3:28])[s:7]1.[K+:40].[Mn:35](=[O:36])([O-:37])(=[O:38])=[O:39].[OH2:41].[cH:29]1[cH:30][cH:31][n:32][cH:33][cH:34]1>>[C:1](=[O:2])([c:3]1[cH:4][cH:5][c:6]([N:8]([C:9]([CH2:10][CH3:11])=[O:12])[CH2:13][CH2:14][CH2:15][CH2:16][CH2:17][CH2:18][CH2:19][CH2:20][CH2:21][CH2:22][CH2:23][CH2:24][CH2:25][CH2:26][CH2:27][CH3:28])[s:7]1)[OH:36]. Reactants: C(C1=CC=CC=C1)OC(=O)N1CCC(CC1)O (1-(Benzyloxycarbonyl)piperidin-4-ol), OC1=CC=C(C=C1)CC(=O)OC (methyl 4-hydroxyphenylacetate). Yields the product C(C1=CC=CC=C1)OC(=O)N1CCC(CC1)OC1=CC=C(C=C1)CC(=O)OC (Methyl 4-[1-(benzyloxycarbonyl)piperidin-4-yloxy]phenylacetate). As a reaction SMILES: [CH2:1]([O:8][C:9]([N:11]1[CH2:16][CH2:15][CH:14]([OH:17])[CH2:13][CH2:12]1)=[O:10])[C:2]1[CH:7]=[CH:6][CH:5]=[CH:4][CH:3]=1.O[C:19]1[CH:24]=[CH:23][C:22]([CH2:25][C:26]([O:28][CH3:29])=[O:27])=[CH:21][CH:20]=1>>[CH2:1]([O:8][C:9]([N:11]1[CH2:16][CH2:15][CH:14]([O:17][C:19]2[CH:24]=[CH:23][C:22]([CH2:25][C:26]([O:28][CH3:29])=[O:27])=[CH:21][CH:20]=2)[CH2:13][CH2:12]1)=[O:10])[C:2]1[CH:7]=[CH:6][CH:5]=[CH:4][CH:3]=1. Reported procedure: 1-(Benzyloxycarbonyl)piperidin-4-ol and methyl 4-hydroxyphenylacetate were treated in the same manner as the one of Production Example 65 to thereby give the title compound as a pale green powder. The reactants are Cl.NCCS (2-aminoethanethiol hydrochloride), [H-].[Na+] (Sodium hydride), FC(CN=C(NC1=NC(=CN=C1)Cl)N)(F)F (2-[2-(2,2,2-Trifluoroethyl)guanidino]-6-chloropyrazine). Run in C(C)O (ethanol). The product is FC(CN=C(NC1=NC(=CN=C1)SCCN)N)(F)F (2-[2-(2,2,2-trifluoroethyl)guanidino]-6-[(2-aminoethyl)thio]pyrazine). RXN SMILES: [H-].[Na+].Cl.[NH2:4][CH2:5][CH2:6][SH:7].[F:8][C:9]([F:23])([F:22])[CH2:10][N:11]=[C:12]([NH2:21])[NH:13][C:14]1[CH:19]=[N:18][CH:17]=[C:16](Cl)[N:15]=1>C(O)C>[F:8][C:9]([F:23])([F:22])[CH2:10][N:11]=[C:12]([NH2:21])[NH:13][C:14]1[CH:19]=[N:18][CH:17]=[C:16]([S:7][CH2:6][CH2:5][NH2:4])[N:15]=1 |f:0.1,2.3|. Reported procedure: Sodium hydride (50% w/w dispersion in oil; 0.114 g.) was added portionwise to ethanol (2 ml.). To the resulting solution was added 2-aminoethanethiol hydrochloride (0.134 g.) and the mixture stirred at room temperature. 2-[2-(2,2,2-Trifluoroethyl)guanidino]-6-chloropyrazine (0.1 g.) was added and the mixture heated under reflux on a steam bath for 22 hours. The mixture was cooled, evaporated, water added and extracted with ethyl acetate. The extracts were dried over magnesium sulphate, filtered ... Starting materials: CC(C)CC(NC(=O)OC(C)(C)C)C(=O)O, CCOC(C)=O, C(=NC1CCCCC1)=NC1CCCCC1, O, O=C1CCC(=O)N1O, c1ccc(N2CCNCC2)nc1. Yields the product CC(C)CC(NC(=O)OC(C)(C)C)C(=O)N1CCN(c2ccccn2)CC1. As a reaction SMILES: [C:17]([CH3:18])([CH3:19])([CH3:20])[O:21][C:22](=[O:23])[NH:24][CH:25]([CH2:26][CH:27]([CH3:28])[CH3:29])[C:30](=[O:31])[OH:32].[CH3:53][CH2:54][O:55][C:56](=[O:57])[CH3:58].[CH:1]1([N:2]=[C:3]=[N:4][CH:5]2[CH2:6][CH2:7][CH2:8][CH2:9][CH2:10]2)[CH2:11][CH2:12][CH2:13][CH2:14][CH2:15]1.[OH2:16].[OH:33][N:34]1[C:35](=[O:36])[CH2:37][CH2:38][C:39]1=[O:40].[n:41]1[c:42]([N:47]2[CH2:48][CH2:49][NH:50][CH2:51][CH2:52]2)[cH:43][cH:44][cH:45][cH:46]1>>[C:17]([CH3:18])([CH3:19])([CH3:20])[O:21][C:22](=[O:23])[NH:24][CH:25]([CH2:26][CH:27]([CH3:28])[CH3:29])[C:30](=[O:32])[N:50]1[CH2:49][CH2:48][N:47]([c:42]2[n:41][cH:46][cH:45][cH:44][cH:43]2)[CH2:52][CH2:51]1. Starting materials: CCCC[SnH](CCCC)CCCC, C#CC(COc1ccc(F)cc1)O[Si](C)(C)C, CC(C)(C#N)N=NC(C)(C)C#N. The product is CCCC[Sn](C=CC(COc1ccc(F)cc1)O[Si](C)(C)C)(CCCC)CCCC. RXN SMILES: [CH2:18]([CH2:19][CH2:20][CH3:21])[SnH:22]([CH2:23][CH2:24][CH2:25][CH3:26])[CH2:27][CH2:28][CH2:29][CH3:30].[CH3:1][Si:2]([O:3][CH:4]([C:5]#[CH:6])[CH2:7][O:8][c:9]1[cH:10][cH:11][c:12]([F:15])[cH:13][cH:14]1)([CH3:16])[CH3:17].[N:31]#[C:32][C:33]([N:34]=[N:35][C:36]([C:37]#[N:38])([CH3:39])[CH3:40])([CH3:41])[CH3:42]>>[CH3:1][Si:2]([O:3][CH:4]([CH:5]=[CH:6][Sn:22]([CH2:18][CH2:19][CH2:20][CH3:21])([CH2:23][CH2:24][CH2:25][CH3:26])[CH2:27][CH2:28][CH2:29][CH3:30])[CH2:7][O:8][c:9]1[cH:10][cH:11][c:12]([F:15])[cH:13][cH:14]1)([CH3:16])[CH3:17].